From a dataset of the Open Reaction Database (ORD), a public repository of structured organic reaction records. describe an organic reaction: reactants, conditions, products, and yield Reactants: CN(C(=O)c1cc2c(s1)-c1ccc(Br)cc1OCC2)c1cc(C(=O)NCCO)ccc1Cl, CC(=O)OC(C)=O, O, c1ccncc1. The product is CC(=O)OCCNC(=O)c1ccc(Cl)c(N(C)C(=O)c2cc3c(s2)-c2ccc(Br)cc2OCC3)c1. RXN SMILES: [Br:1][c:2]1[cH:3][cH:4][c:5]2[c:6]([cH:32]1)[O:7][CH2:8][CH2:9][c:10]1[c:11]-2[s:12][c:13]([C:15](=[O:16])[N:17]([CH3:18])[c:19]2[c:20]([Cl:31])[cH:21][cH:22][c:23]([C:25]([NH:26][CH2:27][CH2:28][OH:29])=[O:30])[cH:24]2)[cH:14]1.[CH3:33][C:34](=[O:35])[O:36][C:37](=[O:38])[CH3:39].[OH2:40].[cH:41]1[cH:42][cH:43][n:44][cH:45][cH:46]1>>[Br:1][c:2]1[cH:3][cH:4][c:5]2[c:6]([cH:32]1)[O:7][CH2:8][CH2:9][c:10]1[c:11]-2[s:12][c:13]([C:15](=[O:16])[N:17]([CH3:18])[c:19]2[c:20]([Cl:31])[cH:21][cH:22][c:23]([C:25]([NH:26][CH2:27][CH2:28][O:29][C:34]([CH3:33])=[O:35])=[O:30])[cH:24]2)[cH:14]1. Reactants: O=CN(CC1(C(=O)NNc2nccc(C(F)(F)F)n2)CCCCCC1)OCc1ccccc1, CO. Product: O=CN(O)CC1(C(=O)NNc2nccc(C(F)(F)F)n2)CCCCCC1. RXN SMILES: [CH2:1]([c:2]1[cH:3][cH:4][cH:5][cH:6][cH:7]1)[O:8][N:9]([CH:10]=[O:11])[CH2:12][C:13]1([C:20](=[O:21])[NH:22][NH:23][c:24]2[n:25][cH:26][cH:27][c:28]([C:30]([F:31])([F:32])[F:33])[n:29]2)[CH2:14][CH2:15][CH2:16][CH2:17][CH2:18][CH2:19]1.[CH3:34][OH:35]>>[OH:8][N:9]([CH:10]=[O:11])[CH2:12][C:13]1([C:20](=[O:21])[NH:22][NH:23][c:24]2[n:25][cH:26][cH:27][c:28]([C:30]([F:31])([F:32])[F:33])[n:29]2)[CH2:14][CH2:15][CH2:16][CH2:17][CH2:18][CH2:19]1. Reactants: CC(=O)O, COc1cc2nccc(Oc3ccc(N)cc3Cl)c2cc1OC, [La], CN(C)C=O. Yields the product [La], COc1cc2nccc(Oc3ccc(N)cc3)c2cc1OC. RXN SMILES: [C:25]([OH:26])(=[O:27])[CH3:28].[Cl:1][c:2]1[cH:3][c:4]([NH2:5])[cH:6][cH:7][c:8]1[O:9][c:10]1[cH:11][cH:12][n:13][c:14]2[cH:15][c:16]([O:22][CH3:23])[c:17]([O:20][CH3:21])[cH:18][c:19]12.[La:24].[O:29]=[CH:30][N:31]([CH3:32])[CH3:33]>>[La:24].[cH:2]1[cH:3][c:4]([NH2:5])[cH:6][cH:7][c:8]1[O:9][c:10]1[cH:11][cH:12][n:13][c:14]2[cH:15][c:16]([O:22][CH3:23])[c:17]([O:20][CH3:21])[cH:18][c:19]12. Reactants: CN, CS(C)=O, Clc1cc(-c2cccnc2Cl)ncn1, Cl, [K+], [K+], O=C([O-])[O-], O. The product is CNc1cc(-c2cccnc2Cl)ncn1. Reaction SMILES: [CH3:16][NH2:17].[CH3:24][S:25]([CH3:26])=[O:27].[Cl:1][c:2]1[n:3][cH:4][n:5][c:6](-[c:8]2[c:9]([Cl:14])[n:10][cH:11][cH:12][cH:13]2)[cH:7]1.[ClH:15].[K+:18].[K+:19].[O-:20][C:21]([O-:22])=[O:23].[OH2:28]>>[c:2]1([NH:17][CH3:16])[n:3][cH:4][n:5][c:6](-[c:8]2[c:9]([Cl:14])[n:10][cH:11][cH:12][cH:13]2)[cH:7]1. The reactants are BrC=1C=CC(=C(C1)C1(COCC(N1)=O)C)F ((RS)-5-(5-bromo-2-fluoro-phenyl)-5-methyl-morpholin-3-one), F[B-](F)(F)F.C[O+](C)C (trimethyloxonium tetrafluoroborate), [Cl-].[NH4+] (ammonium chloride). Yields the product BrC=1C=CC(=C(C1)C1(N=C(COC1)N)C)F ((RS)-5-(5-Bromo-2-fluoro-phenyl)-5-methyl-5,6-dihydro-2H-[1,4]oxazin-3-ylamine). As a reaction SMILES: [Br:1][C:2]1[CH:3]=[CH:4][C:5]([F:16])=[C:6]([C:8]2([CH3:15])[NH:13][C:12](=O)[CH2:11][O:10][CH2:9]2)[CH:7]=1.F[B-](F)(F)F.C[O+](C)C.[Cl-].[NH4+:27]>>[Br:1][C:2]1[CH:3]=[CH:4][C:5]([F:16])=[C:6]([C:8]2([CH3:15])[CH2:9][O:10][CH2:11][C:12]([NH2:27])=[N:13]2)[CH:7]=1 |f:1.2,3.4|. Procedure: In analogy to step a) in the synthesis of building block D, the treatment of (RS)-5-(5-bromo-2-fluoro-phenyl)-5-methyl-morpholin-3-one with trimethyloxonium tetrafluoroborate followed by the nucleophilic substitution with ammonium chloride yielded the title compound; its hydrochloride was obtained as a white solid. Mass (calculated) C11H12BrFN2O [287.13]; (found) [M+H]+=287, [M+2+H]+=289. The reactants are FC1=CC=C(C=C1)[C@]1(CCN(C(O1)=O)[C@@H](C)C1=CC=C(C=C1)B1OC(C(O1)(C)C)(C)C)CC(C#N)(C)C (3-((R)-6-(4-fluorophenyl)-2-oxo-3-((S)-1-(4-(4,4,5,5-tetramethyl-1,3,2-dioxaborolan-2-yl)phenyl)ethyl)-1,3-oxazinan-6-yl)-2,2-dimethylpropanenitrile), ClC1=NC(=NC=C1)C (4-chloro-2-methylpyrimidine). The product is FC1=CC=C(C=C1)[C@]1(CCN(C(O1)=O)[C@@H](C)C1=CC=C(C=C1)C1=NC(=NC=C1)C)CC(C#N)(C)C (3-((R)-6-(4-fluorophenyl)-3-((S)-1-(4-(2-methylpyrimidin-4-yl)phenyl)ethyl)-2-oxo-1,3-oxazinan-6-yl)-2,2-dimethylpropanenitrile). RXN SMILES: [F:1][C:2]1[CH:7]=[CH:6][C:5]([C@:8]2([CH2:32][C:33]([CH3:37])([CH3:36])[C:34]#[N:35])[O:13][C:12](=[O:14])[N:11]([C@H:15]([C:17]3[CH:22]=[CH:21][C:20](B4OC(C)(C)C(C)(C)O4)=[CH:19][CH:18]=3)[CH3:16])[CH2:10][CH2:9]2)=[CH:4][CH:3]=1.Cl[C:39]1[CH:44]=[CH:43][N:42]=[C:41]([CH3:45])[N:40]=1>>[F:1][C:2]1[CH:3]=[CH:4][C:5]([C@:8]2([CH2:32][C:33]([CH3:36])([CH3:37])[C:34]#[N:35])[O:13][C:12](=[O:14])[N:11]([C@H:15]([C:17]3[CH:22]=[CH:21][C:20]([C:39]4[CH:44]=[CH:43][N:42]=[C:41]([CH3:45])[N:40]=4)=[CH:19][CH:18]=3)[CH3:16])[CH2:10][CH2:9]2)=[CH:6][CH:7]=1. Procedure details: The title compound was prepared from 3-((R)-6-(4-fluorophenyl)-2-oxo-3-((S)-1-(4-(4,4,5,5-tetramethyl-1,3,2-dioxaborolan-2-yl)phenyl)ethyl)-1,3-oxazinan-6-yl)-2,2-dimethylpropanenitrile and 4-chloro-2-methylpyrimidine following a procedure analogous to that described in Example 1 Step 2. LC-MS Method 1 tR=1.55, m/z=473 (M+1); 1H NMR (CDCl3) 8.96 (s, 1H), 7.98 (d, 2H), 7.84 (s, 1H), 7.29 (m, 2H), 7.10 (m, 4H), 5.72 (d, 1H), 3.05 (d, 1H), 2.97 (s, 3H), 2.91 (m, 1H), 2.51 (d, 1H), 1.61 (d, 3H), 1.3... Starting materials: ClCC1=C2C(=C(N=C1)C)OC(OC2)(C)C (5-chloromethyl-2,2,8-trimethyl-4H-M-dioxino[4,5-C]-pyridine), Cl (hydrochloric acid), [O-]CC.[Na+] (sodium ethoxide), C(C)N=C=S (ethylisothiocyanate), C(C)O (ethanol). Conditions: time 30 minute. Product: CC1=NC=C(C(=C1O)CO)CSC(=O)OCC (2-methyl-3-hydroxy-4-hydroxymethyl-5-ethoxycarbonylthiomethylpyridine), hydrochloride salt. RXN SMILES: [O-:1][CH2:2][CH3:3].[Na+].C(N=[C:8]=[S:9])C.Cl[CH2:11][C:12]1[CH:17]=[N:16][C:15]([CH3:18])=[C:14]2[O:19]C(C)(C)[O:21][CH2:22][C:13]=12.Cl.C([OH:28])C>>[CH3:18][C:15]1[C:14]([OH:19])=[C:13]([CH2:22][OH:21])[C:12]([CH2:11][S:9][C:8]([O:1][CH2:2][CH3:3])=[O:28])=[CH:17][N:16]=1 |f:0.1|. Procedure: To a solution of 0.1 mole sodium ethoxide in 500 ml. of ethanol cooled to 10°-20°C. and under nitrogen is added 0.1 mole ethylisothiocyanate. The reaction mixture is stirred for 30 minutes after the addition is completed. There is then added portionwise 0.1 mole of 5-chloromethyl-2,2,8-trimethyl-4H-M-dioxino[4,5-C]-pyridine. The reaction mixture is stirred at room temperature (or refluxed 3 hours) overnight, after which time 200 ml. of 6 N hydrochloric acid is added. The reaction mixture is stir... Starting materials: ClC1=C(C=CC(=C1)C(F)(F)F)C#CC(=O)O ((2-chloro-4-trifluoromethylphenyl)propynoic acid), CC1N(C(CCC1)C)CCOC1=C(C=C(C=C1)N)OC (4-[2-(2,6-dimethylpiperidin-1-yl)ethoxy]-3-methoxyphenylamine). Reaction SMILES: [Cl:1][C:2]1[CH:7]=[C:6]([C:8]([F:11])([F:10])[F:9])[CH:5]=[CH:4][C:3]=1[C:12]#[C:13][C:14]([OH:16])=O.[CH3:17][CH:18]1[CH2:23][CH2:22][CH2:21][CH:20]([CH3:24])[N:19]1[CH2:25][CH2:26][O:27][C:28]1[CH:33]=[CH:32][C:31]([NH2:34])=[CH:30][C:29]=1[O:35][CH3:36]>ClCCl.CO>[CH3:17][CH:18]1[CH2:23][CH2:22][CH2:21][CH:20]([CH3:24])[N:19]1[CH2:25][CH2:26][O:27][C:28]1[CH:33]=[CH:32][C:31]([NH:34][C:14](=[O:16])[C:13]#[C:12][C:3]2[CH:4]=[CH:5][C:6]([C:8]([F:9])([F:10])[F:11])=[CH:7][C:2]=2[Cl:1])=[CH:30][C:29]=1[O:35][CH3:36] |f:2.3|. Procedure: Prepared analogously to Example 2.3.f. from 150 mg (0.6 mmol) of (2-chloro-4-trifluoromethylphenyl)propynoic acid and 185 mg (0.663 mmol) of 4-[2-(2,6-dimethylpiperidin-1-yl)ethoxy]-3-methoxyphenylamine. Yield: 150 mg (49% of theory); melting point: 225° C.-227° C.; C26H28ClF3N2O3 (M=508.96); calc.: molecular ion peak (M+H)+: 509/511 (Cl); found: molecular ion peak (M+H)+: 509/511 (Cl); Rf value: 0.2 (silica gel, dichloromethane/methanol (9:1)). The product is CC1N(C(CCC1)C)CCOC1=C(C=C(C=C1)NC(C#CC1=C(C=C(C=C1)C(F)(F)F)Cl)=O)OC (3-(2-chloro-4-trifluoromethylphenyl)propynoic acid-{4-[2-(2,6-dimethylpiperidin-1-yl)ethoxy]-3-methoxyphenyl}amide). Run in ClCCl.CO (dichloromethane methanol). The reactants are stainless steel, Cl (hydrochloric acid), [BH4-].[Na+] (sodium borohydride), BrC1=CC=NC2=CC(=CC=C12)Cl (4-bromo-7-chloroquinoline), [C]=O (carbon monoxide), C([O-])(O)=O.[Na+] (sodium bicarbonate). The reagents and catalysts are Cl[Pd]([P](C1=CC=CC=C1)(C2=CC=CC=C2)C3=CC=CC=C3)([P](C4=CC=CC=C4)(C5=CC=CC=C5)C6=CC=CC=C6)Cl (bis(triphenylphosphine)palladium chloride). Run in C(C)O (ethanol), O (water), C(C)N(CC)CC (triethylamine), CO (methanol). Conditions: temperature 120 celsius. The product is OCC1=CC=NC2=CC(=CC=C12)Cl (4-Hydroxymethyl-7-chloroquinoline). The yield is 68.0%. Reaction SMILES: Br[C:2]1[C:11]2[C:6](=[CH:7][C:8]([Cl:12])=[CH:9][CH:10]=2)[N:5]=[CH:4][CH:3]=1.[C]=O.[BH4-].[Na+].Cl.[C:18](=O)(O)[O-:19].[Na+]>CO.O.Cl[Pd](Cl)([P](C1C=CC=CC=1)(C1C=CC=CC=1)C1C=CC=CC=1)[P](C1C=CC=CC=1)(C1C=CC=CC=1)C1C=CC=CC=1.C(O)C.C(N(CC)CC)C>[OH:19][CH2:18][C:2]1[C:11]2[C:6](=[CH:7][C:8]([Cl:12])=[CH:9][CH:10]=2)[N:5]=[CH:4][CH:3]=1 |f:2.3,5.6,^3:12,^1:28,47|. Procedure: A 200 ml stainless steel autoclave was loaded with 4-bromo-7-chloroquinoline (1.2 g, 5.0 mmol) (Can. Pat. CA 94-2133620 941004), bis(triphenylphosphine)palladium chloride (0.1 g), triethylamine (3 ml) and ethanol (40 ml) and pressurized to 200 psi with carbon monoxide. The autoclave was heated at 120° C. for 12 hours, cooled, and vented. Solids were removed by filtration through celite and the mother liquor concentrated in vacuo. The residue was taken up in chloroform (50 ml), washed with water ... Reactants: C(C)(C)(C)NC(N(CCC1=CC=C(C=C1)OC1=CC=CC=C1)CC1=CC=C(C=C1)C1CC(NS1(=O)=O)=O)=O (N′-(tert-butyl)-N-[4-(1,1-dioxido-3-oxoisothiazolidin-5-yl)benzyl]-N-[2-(4-phenoxyphenyl)ethyl]urea). Run in FC(C(=O)O)(F)F (trifluoroacetic acid). Yields the product O=S1(NC(CC1C1=CC=C(CN(C(=O)N)CCC2=CC=C(C=C2)OC2=CC=CC=C2)C=C1)=O)=O (N-[4-(1,1-dioxido-3-oxoisothiazolidin-5-yl)benzyl]-N-[2-(4-phenoxyphenyl)ethyl]urea). The yield is 78.2%. RXN SMILES: C([NH:5][C:6](=[O:38])[N:7]([CH2:23][C:24]1[CH:29]=[CH:28][C:27]([CH:30]2[S:34](=[O:36])(=[O:35])[NH:33][C:32](=[O:37])[CH2:31]2)=[CH:26][CH:25]=1)[CH2:8][CH2:9][C:10]1[CH:15]=[CH:14][C:13]([O:16][C:17]2[CH:22]=[CH:21][CH:20]=[CH:19][CH:18]=2)=[CH:12][CH:11]=1)(C)(C)C>FC(F)(F)C(O)=O>[O:35]=[S:34]1(=[O:36])[CH:30]([C:27]2[CH:28]=[CH:29][C:24]([CH2:23][N:7]([CH2:8][CH2:9][C:10]3[CH:15]=[CH:14][C:13]([O:16][C:17]4[CH:18]=[CH:19][CH:20]=[CH:21][CH:22]=4)=[CH:12][CH:11]=3)[C:6]([NH2:5])=[O:38])=[CH:25][CH:26]=2)[CH2:31][C:32](=[O:37])[NH:33]1. Procedure: N′-(tert-butyl)-N-[4-(1,1-dioxido-3-oxoisothiazolidin-5-yl)benzyl]-N-[2-(4-phenoxyphenyl)ethyl]urea (4.5 mg, 0.008 mmol) was heated in trifluoroacetic acid (1 mL) at 100° C. for 5 min in a microwave. The mixture was concentrated and purified by preparative LCMS to give the title compound as a white solid, (3.0 mg, 75%). LCMS found for C25H26N3O5S (M+H)+: m/z=480.